Dataset: the Open Reaction Database (ORD), a public repository of structured organic reaction records. Task: describe an organic reaction: reactants, conditions, products, and yield The reactants are COC1=CC=C(C=C1)C1=C(OC=2N=CN=C(C21)OCCCO)C2=CC=CC=C2 (3-{[5-(4-methoxyphenyl)-6-phenylfuro[2,3-d]pyrimidin-4-yl]oxy}propan-1-ol), C(C)(C)(C)OC(CBr)=O (bromoacetic acid tert.-butyl ester), C(CC(O)(C(=O)O)CC(=O)O)(=O)O (citric acid), [OH-].[Na+] (sodium hydroxide). The reagents and catalysts are S(=O)(=O)(O)[O-].C(CCC)[N+](CCCC)(CCCC)CCCC (tetra-n-butylammonium hydrogensulphate). Solvent: ClCCl (dichloromethane), O (water), ClCCl (dichloromethane). Run at temperature 0 celsius. The product is COC1=CC=C(C=C1)C1=C(OC=2N=CN=C(C21)OCCCOCC(=O)O)C2=CC=CC=C2 ((3-{[5-(4-Methoxyphenyl)-6-phenylfuro[2,3-d]pyrimidin-4-yl]oxy}propoxy)acetic acid). RXN SMILES: [CH3:1][O:2][C:3]1[CH:8]=[CH:7][C:6]([C:9]2[C:17]3[C:16]([O:18][CH2:19][CH2:20][CH2:21][OH:22])=[N:15][CH:14]=[N:13][C:12]=3[O:11][C:10]=2[C:23]2[CH:28]=[CH:27][CH:26]=[CH:25][CH:24]=2)=[CH:5][CH:4]=1.C([O:33][C:34](=[O:37])[CH2:35]Br)(C)(C)C.[OH-].[Na+].C(O)(=O)CC(CC(O)=O)(C(O)=O)O>S([O-])(O)(=O)=O.C([N+](CCCC)(CCCC)CCCC)CCC.ClCCl.O>[CH3:1][O:2][C:3]1[CH:4]=[CH:5][C:6]([C:9]2[C:17]3[C:16]([O:18][CH2:19][CH2:20][CH2:21][O:22][CH2:35][C:34]([OH:37])=[O:33])=[N:15][CH:14]=[N:13][C:12]=3[O:11][C:10]=2[C:23]2[CH:28]=[CH:27][CH:26]=[CH:25][CH:24]=2)=[CH:7][CH:8]=1 |f:2.3,5.6|. Procedure details: Put 200 mg (0.53 mmol) 3-{[5-(4-methoxyphenyl)-6-phenylfuro[2,3-d]pyrimidin-4-yl]oxy}propan-1-ol with 518 mg (2.66 mmol) bromoacetic acid tert.-butyl ester and 36 mg (0.106 mmol) tetra-n-butylammonium hydrogensulphate in 5 ml dichloromethane and cool to 0° C. Add 1.0 ml 50% sodium hydroxide solution and stir vigorously at 0° C. Then leave to return to RT and continue stirring vigorously overnight. Then dilute with dichloromethane and water, acidify with 10% citric acid solution and separate the ... The reactants are C(C)(C)(C)OC(COC1=C(C2=CC=CC=C2C=C1)C#CC1=CC(=CC=C1)S(=O)(=O)CCC)=O (tert-butyl[(1-{[3-(propylsulfonyl)phenyl]ethynyl}-2-naphthyl)oxy]acetate), C(C)(C)(C)OC(COC1=C(C2=CC=CC=C2C=C1)C#CC1=CC(=CC=C1)S(=O)(=O)CCC)=O (tert-butyl[(1-{[3-(propylsulfonyl)phenyl]ethynyl}-2-naphthyl)oxy]acetate), FC(C(=O)O)(F)F (trifluoroacetic acid). Run in C(Cl)Cl (DCM). Conditions: time 1 hour. Yields the product C(CC)S(=O)(=O)C=1C=C(C=CC1)C#CC1=C(C=CC2=CC=CC=C12)OCC(=O)O ([(1-{[3-(propylsulfonyl)phenyl]ethynyl}-2-naphthyl)oxy]acetic acid). As a reaction SMILES: C([O:5][C:6](=[O:33])[CH2:7][O:8][C:9]1[CH:18]=[CH:17][C:16]2[C:11](=[CH:12][CH:13]=[CH:14][CH:15]=2)[C:10]=1[C:19]#[C:20][C:21]1[CH:26]=[CH:25][CH:24]=[C:23]([S:27]([CH2:30][CH2:31][CH3:32])(=[O:29])=[O:28])[CH:22]=1)(C)(C)C.FC(F)(F)C(O)=O>C(Cl)Cl>[CH2:30]([S:27]([C:23]1[CH:22]=[C:21]([C:20]#[C:19][C:10]2[C:11]3[C:16](=[CH:15][CH:14]=[CH:13][CH:12]=3)[CH:17]=[CH:18][C:9]=2[O:8][CH2:7][C:6]([OH:33])=[O:5])[CH:26]=[CH:25][CH:24]=1)(=[O:29])=[O:28])[CH2:31][CH3:32]. Procedure: A solution of tert-butyl[(1-{[3-(propylsulfonyl)phenyl]ethynyl}-2-naphthyl)oxy]acetate (Intermediate 218, 60 mg; 0.13 mmol) in DCM (1.2 mL) was treated with trifluoroacetic acid (98 μl; 0.65 mmol). After stirring for 1 hour, the solvents were removed under vacuum to afford a residue, which was purified by preparative HPLC to give the title compound as a beige solid.